Task: describe an organic reaction: reactants, conditions, products, and yield. Dataset: the Open Reaction Database (ORD), a public repository of structured organic reaction records Starting materials: B(Br)(Br)Br (boron tribromide), COC1=CC(=C(C=C1)NC1=C(C(=O)O)C=CC=C1)C (2-(4-methoxy-2-methylphenylamino)benzoic acid), ClC1=C(C(=O)O)C=CC=C1 (2-chlorobenzoic acid), CC1=C(N)C=CC(=C1)OC (2-methyl-4-methoxyaniline). Yields the product OC1=CC(=C(C=C1)NC1=C(C(=O)O)C=CC=C1)C (2-(4-Hydroxy-2-methylphenylamino)benzoic acid). RXN SMILES: B(Br)(Br)Br.C[O:6][C:7]1[CH:12]=[CH:11][C:10]([NH:13][C:14]2[CH:22]=[CH:21][CH:20]=[CH:19][C:15]=2[C:16]([OH:18])=[O:17])=[C:9]([CH3:23])[CH:8]=1.ClC1C=CC=CC=1C(O)=O.CC1C=C(OC)C=CC=1N>>[OH:6][C:7]1[CH:12]=[CH:11][C:10]([NH:13][C:14]2[CH:22]=[CH:21][CH:20]=[CH:19][C:15]=2[C:16]([OH:18])=[O:17])=[C:9]([CH3:23])[CH:8]=1. Procedure details: 2-(4-Hydroxy-2-methylphenylamino)benzoic acid [XI; R=H, R"=2-CH3, OH at 4-position], m.p. 209°-211° C. (decompn.) was prepared by boron tribromide demethylation of 2-(4-methoxy-2-methylphenylamino)benzoic acid, in turn prepared by reaction of 2-chlorobenzoic acid with 2-methyl-4-methoxyaniline.